From a dataset of the Open Reaction Database (ORD), a public repository of structured organic reaction records. describe an organic reaction: reactants, conditions, products, and yield Reactants: ClC1=CC(=NC=2N1N=C(C2S(=O)(=O)C2=CC=C(C=C2)OC)CC)C (7-chloro-2-ethyl-3-(4-methoxy-benzenesulphonyl)-5-methyl-pyrazolo[1,5-a]pyrimidine), N (NH3). The solvent is CO (MeOH). Yields the product C(C)C1=NN2C(N=C(C=C2N)C)=C1S(=O)(=O)C1=CC=C(C=C1)OC (2-ethyl-3-(4-methoxy-benzenesulphonyl)-5-methyl-pyrazolo[1,5-a]pyrimidin-7-ylamine). RXN SMILES: Cl[C:2]1[N:7]2[N:8]=[C:9]([CH2:22][CH3:23])[C:10]([S:11]([C:14]3[CH:19]=[CH:18][C:17]([O:20][CH3:21])=[CH:16][CH:15]=3)(=[O:13])=[O:12])=[C:6]2[N:5]=[C:4]([CH3:24])[CH:3]=1.[NH3:25]>CO>[CH2:22]([C:9]1[C:10]([S:11]([C:14]2[CH:19]=[CH:18][C:17]([O:20][CH3:21])=[CH:16][CH:15]=2)(=[O:13])=[O:12])=[C:6]2[N:5]=[C:4]([CH3:24])[CH:3]=[C:2]([NH2:25])[N:7]2[N:8]=1)[CH3:23]. Procedure details: In an analogous manner to that described in Example 4, from 7-chloro-2-ethyl-3-(4-methoxy-benzenesulphonyl)-5-methyl-pyrazolo[1,5-a]pyrimidine and NH3 in MeOH there was obtained 2-ethyl-3-(4-methoxy-benzenesulphonyl)-5-methyl-pyrazolo[1,5-a]pyrimidin-7-ylamine as colorless crystals, m.p. 186-188°. The reactants are C(C1=CC=CC=C1)Cl (Benzyl chloride), C(C)C=1C=NC=CC1CC (3,4-diethylpyridine). Solvent: C(C)(C)O (isopropyl alcohol). Product: [Cl-].C(C1=CC=CC=C1)[N+]1=CC(=C(C=C1)CC)CC (1-benzyl-3,4-diethylpyridinium chloride). As a reaction SMILES: [CH2:1]([Cl:8])[C:2]1[CH:7]=[CH:6][CH:5]=[CH:4][CH:3]=1.[CH2:9]([C:11]1[CH:12]=[N:13][CH:14]=[CH:15][C:16]=1[CH2:17][CH3:18])[CH3:10]>C(O)(C)C>[Cl-:8].[CH2:1]([N+:13]1[CH:14]=[CH:15][C:16]([CH2:17][CH3:18])=[C:11]([CH2:9][CH3:10])[CH:12]=1)[C:2]1[CH:7]=[CH:6][CH:5]=[CH:4][CH:3]=1 |f:3.4|. Reported procedure: Benzyl chloride (250 g.) was added dropwise to a solution of 3,4-diethylpyridine (262 g., Beilsteins Handbuch der Organischen Chemie, Vierte Auflage, Julius Springer, Berlin, 1935 p. 253) in isopropyl alcohol (700 ml.). The resulting solution was refluxed (for 2 hr.), then concentrated under water pump vacuum. Benzene (250 ml.) was added to the residue and the solution was concentrated again. The process was repeated with two further portions (250 ml. and 500 ml.) of benzene. The residue began t... Reactants: CC1(OC2=C(CC1)C(=C(C(=C2C)C)O)C)C#CC2=CC=CC=C2 (rac-3,4-dihydro-2,5,7,8-tetramethyl-2-(phenylethynyl)-2H-1-benzopyran-6-ol), O1CCCC1 (tetrahydrofuran). Reagents/catalysts: [Pd] (palladium on carbon). Run in C(C)O (ethanol). Conditions: time 4 hour. The product is CC1(OC2=C(CC1)C(=C(C(=C2C)C)O)C)CCC2=CC=CC=C2 (3,4-Dihydro-2,5,7,8-tetramethyl-2-(2-phenylethyl)-2H-1-benzopyran-6-ol). The yield is 69.0%. As a reaction SMILES: [CH3:1][C:2]1([C:16]#[C:17][C:18]2[CH:23]=[CH:22][CH:21]=[CH:20][CH:19]=2)[CH2:7][CH2:6][C:5]2[C:8]([CH3:15])=[C:9]([OH:14])[C:10]([CH3:13])=[C:11]([CH3:12])[C:4]=2[O:3]1.O1CCCC1>[Pd].C(O)C>[CH3:1][C:2]1([CH2:16][CH2:17][C:18]2[CH:19]=[CH:20][CH:21]=[CH:22][CH:23]=2)[CH2:7][CH2:6][C:5]2[C:8]([CH3:15])=[C:9]([OH:14])[C:10]([CH3:13])=[C:11]([CH3:12])[C:4]=2[O:3]1. Procedure: A mixture of 1.3 g (4.2 mmol) of 3,4-dihydro-2,5,7,8-tetramethyl-2-(2-phenylethynyl)-2H-1-benzopyran-6-ol (Example 1), 0.3 g of 5% palladium on carbon, 50 ml of tetrahydrofuran and 50 ml ethanol was hydrogenated at atmospheric pressure for 4 hours. The catalyst was filtered off and the filtrate was evaporated. Crystallization of the residue from hexane yielded 0.9 g (69%) of colorless crystals with m.p. 96°-98°.